From a dataset of the Open Reaction Database (ORD), a public repository of structured organic reaction records. describe an organic reaction: reactants, conditions, products, and yield The reactants are CCOC(C)=O, Cl, Cc1ccc(C(F)(F)C(=O)NC2CCC(NC(=O)OC(C)(C)C)C2)cc1. Yields the product Cc1ccc(C(F)(F)C(=O)NC2CCC(N)C2)cc1. Reaction SMILES: [CH3:28][CH2:29][O:30][C:31]([CH3:32])=[O:33].[ClH:1].[F:2][C:3]([C:4](=[O:5])[NH:6][CH:7]1[CH2:8][CH:9]([NH:12][C:13](=[O:14])[O:15][C:16]([CH3:17])([CH3:18])[CH3:19])[CH2:10][CH2:11]1)([c:20]1[cH:21][cH:22][c:23]([CH3:26])[cH:24][cH:25]1)[F:27]>>[F:2][C:3]([C:4](=[O:5])[NH:6][CH:7]1[CH2:8][CH:9]([NH2:12])[CH2:10][CH2:11]1)([c:20]1[cH:21][cH:22][c:23]([CH3:26])[cH:24][cH:25]1)[F:27]. Starting materials: CC(C)CN, Cc1ccccc1, O=[N+]([O-])c1ccc(Cl)c(Cl)c1Cl, O. Yields the product CC(C)CNc1c([N+](=O)[O-])ccc(Cl)c1Cl. As a reaction SMILES: [CH2:1]([CH:2]([CH3:3])[CH3:4])[NH2:5].[CH3:19][c:20]1[cH:21][cH:22][cH:23][cH:24][cH:25]1.[Cl:6][c:7]1[c:8]([N+:15](=[O:16])[O-:17])[cH:9][cH:10][c:11]([Cl:14])[c:12]1[Cl:13].[OH2:18]>>[CH2:1]([CH:2]([CH3:3])[CH3:4])[NH:5][c:7]1[c:8]([N+:15](=[O:16])[O-:17])[cH:9][cH:10][c:11]([Cl:14])[c:12]1[Cl:13].